Dataset: the Open Reaction Database (ORD), a public repository of structured organic reaction records. Task: describe an organic reaction: reactants, conditions, products, and yield Reactants: CCC(C)(C)C(=O)Cl, O=c1nc(-c2cc(C(F)(F)F)ccn2)[nH]o1, C1CCC2=NCCCN2CC1, c1ccncc1. The product is CCC(C)(C)C(=O)n1c(-c2cc(C(F)(F)F)ccn2)noc1=O. Reaction SMILES: [CH3:28][C:29]([C:30](=[O:31])[Cl:32])([CH2:33][CH3:34])[CH3:35].[F:12][C:13]([c:14]1[cH:15][c:16](-[c:20]2[nH:21][o:22][c:23](=[O:25])[n:24]2)[n:17][cH:18][cH:19]1)([F:26])[F:27].[N:1]12[CH2:2][CH2:3][CH2:4][N:5]=[C:6]1[CH2:7][CH2:8][CH2:9][CH2:10][CH2:11]2.[cH:36]1[cH:37][cH:38][n:39][cH:40][cH:41]1>>[F:12][C:13]([c:14]1[cH:15][c:16](-[c:20]2[n:21][o:22][c:23](=[O:25])[n:24]2[C:30]([C:29]([CH3:28])([CH2:33][CH3:34])[CH3:35])=[O:31])[n:17][cH:18][cH:19]1)([F:26])[F:27].